From a dataset of the Open Reaction Database (ORD), a public repository of structured organic reaction records. describe an organic reaction: reactants, conditions, products, and yield Reactants: C(C)(C)OC1=NC(=CC(=N1)O)C(F)(F)F (2-isopropoxy-6-trifluoromethyl-4-hydroxypyrimidine), byproducts, COC=C(C(=O)OC)C1=C(C=CC=C1)CN1C(=NC(=CC1=O)C(F)(F)F)OC(C)C (methyl 3-methoxy-2-[2-(2-isopropoxy-6-trifluoromethylpyrimidin4-on-3-ylmethyl)phenyl]acrylate), P(OCC)(OCC)OCC (triethyl phosphite), COC=C(C(=O)OC)C1=C(C=CC=C1)CBr (methyl 3-methoxy-2-(2-bromomethylphenyl)acrylate), 4-( α-methoxy)methylen-2H-chromen-3(4H)-one. The reagents and catalysts are [Cu-]=O (copper(I) oxide). The solvent is CC(=O)C (acetone), O (water), O (water), O (water), CCCCCCCC (octane), CCCCCCCC (octane). Reaction conditions: time 20 hour. The product is COC=C(C(=O)OC)C1=C(C=CC=C1)COC1=NC(=NC(=C1)C(F)(F)F)OC(C)C (methyl 3-methoxy-2-[2-(2-isopropoxy-6-trifluoromethylpyrimidin-4-yloxymethyl) phenyl]acrylate). RXN SMILES: [CH:1]([O:4][C:5]1[N:10]=[C:9]([OH:11])[CH:8]=[C:7]([C:12]([F:15])([F:14])[F:13])[N:6]=1)([CH3:3])[CH3:2].P(OCC)(OCC)OCC.[CH3:26][O:27][CH:28]=[C:29]([C:34]1[CH:39]=[CH:38][CH:37]=[CH:36][C:35]=1[CH2:40]Br)[C:30]([O:32][CH3:33])=[O:31].COC=C(C1C=CC=CC=1CN1C(=O)C=C(C(F)(F)F)N=C1OC(C)C)C(OC)=O>CCCCCCCC.[Cu-]=O.CC(C)=O.O>[CH3:26][O:27][CH:28]=[C:29]([C:34]1[CH:39]=[CH:38][CH:37]=[CH:36][C:35]=1[CH2:40][O:11][C:9]1[CH:8]=[C:7]([C:12]([F:14])([F:15])[F:13])[N:6]=[C:5]([O:4][CH:1]([CH3:3])[CH3:2])[N:10]=1)[C:30]([O:32][CH3:33])=[O:31]. Procedure details: 2.22 g of 2-isopropoxy-6-trifluoromethyl-4-hydroxypyrimidine and 0.72 g of copper(I) oxide were suspended in 50 ml of octane. The suspension was refluxed until no water was recognized to form, while formed water was being taken into a quantitative water receiver. 1.66 g of triethyl phosphite was added, and, 30 minutes later, 2.41 g of methyl 3-methoxy-2-(2-bromomethylphenyl)acrylate was added at an instance. The reaction was carried out for 20 hours at reflux of octane. The solution was cooled d... Reactants: C(C)(C)N(CC)C(C)C (IPEA), C=1C=CC2=C(C1)N=NN2O (HOBT), FC(C(=O)O)(F)F.ClCCCC(C(=O)O)=CC1=CC(=C(C=C1)N1C=NC(=C1)C)OC (5-chloro-2-(3-methoxy-4-(4-methyl-1H-imidazol-1-yl)benzylidene)valeric acid trifluoroacetate), FC=1C=C(C=CC1F)C(C)(C)N (1-(3,4-difluorophenyl)-1-methylethylamine). Run in C(C)(=O)OCC (ethyl acetate), O (Water), CN(C)C=O (DMF), C(CCl)Cl (EDC). Reaction conditions: time 3 hour. Product: FC=1C=C(C=CC1F)C(C)(C)NC(C(CCCCl)=CC1=CC(=C(C=C1)N1C=NC(=C1)C)OC)=O (5-chloro-2-(3-methoxy-4-(4-methyl-1H-imidazol-1-yl)benzylidene)valeric acid (1-(3,4-difluorophenyl)-1-methylethyl)amide). Reaction SMILES: C(N(C(C)C)CC)(C)C.C1C=CC2N(O)N=NC=2C=1.FC(F)(F)C(O)=O.[Cl:27][CH2:28][CH2:29][CH2:30][C:31](=[CH:35][C:36]1[CH:41]=[CH:40][C:39]([N:42]2[CH:46]=[C:45]([CH3:47])[N:44]=[CH:43]2)=[C:38]([O:48][CH3:49])[CH:37]=1)[C:32]([OH:34])=O.[F:50][C:51]1[CH:52]=[C:53]([C:58]([NH2:61])([CH3:60])[CH3:59])[CH:54]=[CH:55][C:56]=1[F:57]>CN(C=O)C.C(OCC)(=O)C.O.C(Cl)CCl>[F:50][C:51]1[CH:52]=[C:53]([C:58]([NH:61][C:32](=[O:34])[C:31](=[CH:35][C:36]2[CH:41]=[CH:40][C:39]([N:42]3[CH:46]=[C:45]([CH3:47])[N:44]=[CH:43]3)=[C:38]([O:48][CH3:49])[CH:37]=2)[CH2:30][CH2:29][CH2:28][Cl:27])([CH3:59])[CH3:60])[CH:54]=[CH:55][C:56]=1[F:57] |f:2.3|. Reported procedure: IPEA (0.5 mL), EDC (192 mg) and HOBT (135 mg) were added to a solution of 5-chloro-2-(3-methoxy-4-(4-methyl-1H-imidazol-1-yl)benzylidene)valeric acid trifluoroacetate (150 mg) and 1-(3,4-difluorophenyl)-1-methylethylamine (114 mg) in DMF (5 mL), and the reaction solution was stirred at room temperature for 3 hours. Water and ethyl acetate were added to the reaction solution and the organic layer was partitioned. The resulting organic layer was dried over anhydrous magnesium sulfate, and the solv...